Dataset: the Open Reaction Database (ORD), a public repository of structured organic reaction records. Task: describe an organic reaction: reactants, conditions, products, and yield Starting materials: O=C([O-])O, C=CCN, CCCCCCCNc1nc(Cl)nc2c(C)csc12, [Na+]. Yields the product C=CCNc1nc(NCCCCCCC)c2scc(C)c2n1. As a reaction SMILES: [C:24](=[O:25])([O-:26])[OH:27].[CH2:20]([CH:21]=[CH2:22])[NH2:23].[Cl:1][c:2]1[n:3][c:4]([NH:12][CH2:13][CH2:14][CH2:15][CH2:16][CH2:17][CH2:18][CH3:19])[c:5]2[c:6]([n:7]1)[c:8]([CH3:11])[cH:9][s:10]2.[Na+:28]>>[c:2]1([NH:23][CH2:20][CH:21]=[CH2:22])[n:3][c:4]([NH:12][CH2:13][CH2:14][CH2:15][CH2:16][CH2:17][CH2:18][CH3:19])[c:5]2[c:6]([n:7]1)[c:8]([CH3:11])[cH:9][s:10]2.